This data is from the Open Reaction Database (ORD), a public repository of structured organic reaction records. The task is: describe an organic reaction: reactants, conditions, products, and yield Starting materials: C(C)OC(=O)C1=C(C=2C(=CC(=NC2)C)O1)N (3-amino-6-methyl-furo[2,3-d]pyridine-2-carboxylic acid ethyl ester), 16, NC(=O)N (urea), N (ammonia). Solvent: O (H2O). Reaction conditions: time 30 minute. The product is CC=1C=CC2=C(OC3=C2NC(NC3=O)=O)N1 (7-Methyl-1H-pyrido[3′,2′:4,5]furo[3,2-d]pyrimidine-2,4-dione). As a reaction SMILES: C(O[C:4]([C:6]1[O:15][C:9]2=[CH:10][C:11]([CH3:14])=[N:12][CH:13]=[C:8]2[C:7]=1[NH2:16])=[O:5])C.[NH2:17][C:18](N)=[O:19].N>O>[CH3:14][C:11]1[CH:10]=[CH:9][C:8]2[C:7]3[NH:16][C:18](=[O:19])[NH:17][C:4](=[O:5])[C:6]=3[O:15][C:13]=2[N:12]=1. Reported procedure: A round-bottomed flask was loaded up with 3-amino-6-methyl-furo[2,3-d]pyridine-2-carboxylic acid ethyl ester, 16 (926 mg, 4.20 mmol, 1 eq) and urea (2.52 g, 42.0mmol, 10 eq). The mixture was heated up at 190° C. for 3 h until no more ammonia release was observed. H2O (10 mL) was added, and the reaction mixture was stirred for 30 min vigorously; it was then filtered, and the solid was washed with H2O (3×10 mL) before drying to furnish the product as a pale brown solid (1.60 g, quant.) As a reaction SMILES: [CH3:21][O:22][NH2:23].[CH3:24][OH:25].[Cl:1][c:2]1[c:3]([CH2:9][C:10]([CH2:11][F:12])=[O:13])[cH:4][cH:5][c:6]([Cl:8])[cH:7]1.[ClH:20].[cH:14]1[cH:15][cH:16][n:17][cH:18][cH:19]1>>[Cl:1][c:2]1[c:3]([CH2:9][C:10]([CH2:11][F:12])=[N:23][O:22][CH3:21])[cH:4][cH:5][c:6]([Cl:8])[cH:7]1. Reactants: CON, CO, O=C(CF)Cc1ccc(Cl)cc1Cl, Cl, c1ccncc1. Product: CON=C(CF)Cc1ccc(Cl)cc1Cl. The reactants are FC=1C=CC(=C(C1)C)[N+](=O)[O-] (5-fluoro-2-nitrotoluene), BrBr (bromine), S(O)(O)(=O)=O (sulfuric acid), ice water. The reagents and catalysts are [N+](=O)([O-])[O-].[Ag+] (silver nitrate). Reaction conditions: time 1 hour. The product is BrC1=CC(=C(C=C1F)C)[N+](=O)[O-] (4-bromo-5-fluoro-2-nitrotoluene). RXN SMILES: [F:1][C:2]1[CH:3]=[CH:4][C:5]([N+:9]([O-:11])=[O:10])=[C:6]([CH3:8])[CH:7]=1.[Br:12]Br.S(=O)(=O)(O)O>[N+]([O-])([O-])=O.[Ag+]>[Br:12][C:3]1[C:2]([F:1])=[CH:7][C:6]([CH3:8])=[C:5]([N+:9]([O-:11])=[O:10])[CH:4]=1 |f:3.4|. Procedure details: A mixture of 5-fluoro-2-nitrotoluene (1.00 g), silver nitrate (2.21 g), bromine (0.37 ml) and conc. sulfuric acid (6 ml) was stirred for 1 hour under cooling with ice. The reaction mixture was added dropwise to ice water and then subjected to extraction with chloroform. The organic layer was washed with saturated sodium hydrogencarbonate solution, dried with anhydrous magnesium sulfate and then concentrated at reduced pressure to give the titled compound in admixture with its regioisomer at a ra... Reactants: COC1=CC=C(C(=O)Cl)C=C1 (4-methoxybenzoyl chloride), [N+](=O)([O-])C1=C(C=C(C=C1)C=1NC=CC1)N (2-Nitro-5-(1H-pyrrol-2-yl)benzenamine), C(=O)(O)[O-].[Na+] (NaHCO3). Reagents/catalysts: CN(C1=CC=NC=C1)C (4-(dimethylamino)pyridine). Run in C(Cl)Cl (DCM), CCOC(=O)C (AcOEt). Reaction conditions: time 3 hour. The product is COC1=CC=C(C(=O)NC2=C(C=CC(=C2)C=2NC=CC2)[N+](=O)[O-])C=C1 (4-Methoxy-N-(2-nitro-5-(1H-pyrrol-2-yl)phenyl)benzamide). Isolated yield 101.1%. As a reaction SMILES: [CH3:1][O:2][C:3]1[CH:11]=[CH:10][C:6]([C:7](Cl)=[O:8])=[CH:5][CH:4]=1.[N+:12]([C:15]1[CH:20]=[CH:19][C:18]([C:21]2[NH:22][CH:23]=[CH:24][CH:25]=2)=[CH:17][C:16]=1[NH2:26])([O-:14])=[O:13].C([O-])(O)=O.[Na+]>CN(C)C1C=CN=CC=1.C(Cl)Cl.CCOC(C)=O>[CH3:1][O:2][C:3]1[CH:11]=[CH:10][C:6]([C:7]([NH:26][C:16]2[CH:17]=[C:18]([C:21]3[NH:22][CH:23]=[CH:24][CH:25]=3)[CH:19]=[CH:20][C:15]=2[N+:12]([O-:14])=[O:13])=[O:8])=[CH:5][CH:4]=1 |f:2.3|. Procedure details: A solution of 4-methoxybenzoyl chloride (145, 0.175 g, 1.0 mmol), aniline 144 (79.2 mg, 0.39 mmol) and 4-(dimethylamino)pyridine (catalytic amount) was stirred at room temperature for 24 h. The reaction mixture was diluted with DCM, treated with saturated NaHCO3, stirred for 3 h and diluted with AcOEt. Organic phase was collected, washed with saturated NaHCO3, dried over MgSO4, filtered and concentrated to provide compound 146 (0.133 g, 100% yield). The reactants are NC1=C(SC(=C1N)C(=O)OC)C (methyl 3,4-diamino-2-methylthiophene-5-carboxylate), C1=CN(C=N1)C(=S)N2C=CN=C2 (N,N'-thiocarbonyldiimidazole), O (water). Run in CN(C)C=O (DMF). Run at temperature 50 celsius, time 1 hour. Product: CC=1SC(=C2NC(NC21)=S)C(=O)OC (Methyl 2,3-dihydro-4-methyl-2-thioxothieno[3,4-d]-imidazole-6-carboxylate). Reaction SMILES: [NH2:1][C:2]1[C:6]([NH2:7])=[C:5]([C:8]([O:10][CH3:11])=[O:9])[S:4][C:3]=1[CH3:12].C1N=CN([C:18](N2C=NC=C2)=[S:19])C=1.O>CN(C=O)C>[CH3:12][C:3]1[S:4][C:5]([C:8]([O:10][CH3:11])=[O:9])=[C:6]2[C:2]=1[NH:1][C:18](=[S:19])[NH:7]2. Procedure: A mixture of methyl 3,4-diamino-2-methylthiophene-5-carboxylate (1.0 g) and N,N'-thiocarbonyldiimidazole (1.1 g) in DMF (5 ml) was stirred at 50° C. for one hour. To the reaction mixture was added water to give crystals. Recrystallization from DMF-water afforded colorless prisms (1.2 g, quantitatively), m.p. 285°-288° C. (dec.)